This data is from the Open Reaction Database (ORD), a public repository of structured organic reaction records. The task is: describe an organic reaction: reactants, conditions, products, and yield Starting materials: Cc1ccc(CC2(O)CCNCC2)cc1, CC#N, COc1ccc(C(=O)CCCCl)cc1, [K+], [K+], O=C([O-])[O-]. The product is COc1ccc(C(=O)CCCN2CCC(O)(Cc3ccc(C)cc3)CC2)cc1. Reaction SMILES: [CH3:15][c:16]1[cH:17][cH:18][c:19]([CH2:20][C:21]2([OH:27])[CH2:22][CH2:23][NH:24][CH2:25][CH2:26]2)[cH:28][cH:29]1.[CH3:36][C:37]#[N:38].[Cl:1][CH2:2][CH2:3][CH2:4][C:5](=[O:6])[c:7]1[cH:8][cH:9][c:10]([O:13][CH3:14])[cH:11][cH:12]1.[K+:30].[K+:31].[O-:32][C:33]([O-:34])=[O:35]>>[CH2:2]([CH2:3][CH2:4][C:5](=[O:6])[c:7]1[cH:8][cH:9][c:10]([O:13][CH3:14])[cH:11][cH:12]1)[N:24]1[CH2:23][CH2:22][C:21]([CH2:20][c:19]2[cH:18][cH:17][c:16]([CH3:15])[cH:29][cH:28]2)([OH:27])[CH2:26][CH2:25]1. Starting materials: COC(=O)c1cc([N+](=O)[O-])ccc1Br, CC(Br)Br, C[Si](C)(C)Cl, Fc1ccc(CBr)cc1, C1CCOC1, [Zn]. RXN SMILES: [Br:19][c:20]1[c:21]([C:22](=[O:23])[O:24][CH3:25])[cH:26][c:27]([N+:30](=[O:31])[O-:32])[cH:28][cH:29]1.[Br:1][CH:2]([Br:3])[CH3:4].[CH3:5][Si:6]([Cl:7])([CH3:8])[CH3:9].[F:10][c:11]1[cH:12][cH:13][c:14]([CH2:15][Br:16])[cH:17][cH:18]1.[O:33]1[CH2:34][CH2:35][CH2:36][CH2:37]1.[Zn:38]>>[F:10][c:11]1[cH:12][cH:13][c:14]([CH2:15][c:20]2[c:21]([C:22](=[O:23])[O:24][CH3:25])[cH:26][c:27]([N+:30](=[O:31])[O-:32])[cH:28][cH:29]2)[cH:17][cH:18]1. Product: COC(=O)c1cc([N+](=O)[O-])ccc1Cc1ccc(F)cc1. The reactants are C(C)OCC.Cl (ethyl-ether HCl), O (H2O), N([C@H](CC1=CC=CC=C1)C(=O)N[C@@H](CSCC1=CC=C(C)C=C1)C(=O)O)C(=O)OC(C)(C)C (BOC-(D)Phe-Cys(MBzl)-OH). Run in C(C)OCC (ethyl-ether), C(=O)(C(F)(F)F)O (TFA). Reaction conditions: time 45 minute. Yields the product N[C@H](CC1=CC=CC=C1)C(=O)N[C@@H](CSCC1=CC=C(C)C=C1)C(=O)O.Cl (H-(D)Phe-Cys(MBzl)-OH hydrochloride). Reaction SMILES: [NH:1](C(OC(C)(C)C)=O)[C@@H:2]([C:10]([NH:12][C@H:13]([C:24]([OH:26])=[O:25])[CH2:14][S:15][CH2:16][C:17]1[CH:23]=[CH:22][C:20]([CH3:21])=[CH:19][CH:18]=1)=[O:11])[CH2:3][C:4]1[CH:9]=[CH:8][CH:7]=[CH:6][CH:5]=1.O.C(OCC)C.[ClH:40]>C(O)(C(F)(F)F)=O.C(OCC)C>[NH2:1][C@@H:2]([C:10]([NH:12][C@H:13]([C:24]([OH:26])=[O:25])[CH2:14][S:15][CH2:16][C:17]1[CH:23]=[CH:22][C:20]([CH3:21])=[CH:19][CH:18]=1)=[O:11])[CH2:3][C:4]1[CH:5]=[CH:6][CH:7]=[CH:8][CH:9]=1.[ClH:40] |f:2.3,6.7|. Procedure: 5 g BOC-(D)Phe-Cys(MBzl)-OH are dissolved in 80 ml TFA and 10 ml H2O and allowed to stand for 45 minutes at room-temperature. The solution is diluted with ethyl-ether and 20 ml ethyl-ether/HCl (~5 N) are added, and the precipitate is filtered off, washed with ethyl ether and dried to yield the title compound: The reactants are CC(C(C1OC(C(C(C1O)O)O)SC)NC(=O)C1N(CC(C1)CCCCC)CC=1N(C=CN1)CC1=CC=CC=C1)C (1-(1-Benzyl-1H-imidazol-2-ylmethyl)-4-pentyl-pyrrolidine-2-carboxylic acid [2-methyl-1-(3,4,5-trihydroxy-6-methylsulfanyl-tetrahydro-pyran-2-yl)-propyl]-amide), C1=CCC=CC1 (1,4-cyclohexadiene), CCO (EtOH). The reagents and catalysts are [Pd] (Pd on carbon). Conditions: time 18 hour. Product: C(C1=CC=CC=C1)N1C(=NC=C1)CN1C(CC(C1)CC=CCC)C(=O)O (1-(1-Benzyl-1H-imidazol-2-ylmethyl)-4-pent-2-enyl-pyrrolidine-2-carboxylic acid), example 42. The yield is 18.0%. Reaction SMILES: CC(C)C(N[C:16]([CH:18]1[CH2:22][CH:21]([CH2:23][CH2:24][CH2:25][CH2:26][CH3:27])[CH2:20][N:19]1[CH2:28][C:29]1[N:30]([CH2:34][C:35]2[CH:40]=[CH:39][CH:38]=[CH:37][CH:36]=2)[CH:31]=[CH:32][N:33]=1)=[O:17])C1C(O)C(O)C(O)C(SC)O1.C1CC=CCC=1.CC[OH:50]>[Pd]>[CH2:34]([N:30]1[CH:31]=[CH:32][N:33]=[C:29]1[CH2:28][N:19]1[CH2:20][CH:21]([CH2:23][CH:24]=[CH:25][CH2:26][CH3:27])[CH2:22][CH:18]1[C:16]([OH:50])=[O:17])[C:35]1[CH:40]=[CH:39][CH:38]=[CH:37][CH:36]=1. Procedure: To an oven dried sealed tube, was added a solution of the above crude 1-(1-Benzyl-1H-imidazol-2-ylmethyl)-4-pentyl-pyrrolidine-2-carboxylic acid [2-methyl-1-(3,4,5-trihydroxy-6-methylsulfanyl-tetrahydro-pyran-2-yl)-propyl]-amide (280 mg, 0.48 mmol) in anhydrous EtOH (5 mL), 10% Pd on carbon (560 mg) and 1,4-cyclohexadiene (1.5 mL). The reaction vessel was purged with N2, sealed and stirred at room temperature for 18 h. The reaction mixture was filtered through celite, washed several times with r...